Dataset: the Open Reaction Database (ORD), a public repository of structured organic reaction records. Task: describe an organic reaction: reactants, conditions, products, and yield Starting materials: Brc1cncnc1, O=C([O-])[O-], CCOC(C)=O, COC(=O)c1nc(C2CC2)cnc1N, Cc1ccccc1C, CCCCCCC, [K+], [K+], CC(=O)[O-], CC(=O)[O-], O, [Pd+2], CC1(C)c2cccc(P(c3ccccc3)c3ccccc3)c2Oc2c(P(c3ccccc3)c3ccccc3)cccc21. The product is COC(=O)c1nc(C2CC2)cnc1Nc1cncnc1. As a reaction SMILES: [Br:15][c:16]1[cH:17][n:18][cH:19][n:20][cH:21]1.[C:22](=[O:23])([O-:24])[O-:25].[C:87]([O:88][CH2:89][CH3:90])(=[O:91])[CH3:92].[CH3:1][O:2][C:3](=[O:4])[c:5]1[n:6][c:7]([CH:12]2[CH2:13][CH2:14]2)[cH:8][n:9][c:10]1[NH2:11].[CH3:70][c:71]1[c:72]([CH3:73])[cH:74][cH:75][cH:76][cH:77]1.[CH3:93][CH2:94][CH2:95][CH2:96][CH2:97][CH2:98][CH3:99].[K+:26].[K+:27].[O-:79][C:80]([CH3:81])=[O:82].[O-:83][C:84]([CH3:85])=[O:86].[OH2:100].[Pd+2:78].[c:28]1([P:29]([c:30]2[cH:31][cH:32][cH:33][cH:34][cH:35]2)[c:36]2[c:37]3[c:61]([cH:62][cH:63][cH:64]2)[C:58]([CH3:59])([CH3:60])[c:40]2[c:39]([c:44]([P:45]([c:46]4[cH:47][cH:48][cH:49][cH:50][cH:51]4)[c:52]4[cH:53][cH:54][cH:55][cH:56][cH:57]4)[cH:43][cH:42][cH:41]2)[O:38]3)[cH:65][cH:66][cH:67][cH:68][cH:69]1>>[CH3:1][O:2][C:3](=[O:4])[c:5]1[n:6][c:7]([CH:12]2[CH2:13][CH2:14]2)[cH:8][n:9][c:10]1[NH:11][c:16]1[cH:17][n:18][cH:19][n:20][cH:21]1. The reactants are C(C)(C)(C)C=1C=C(C=C(C1O)C(C)(C)C)C1=NNC2=NC=CC=C21 (3-(3,5-di-tertiary butyl-4-hydroxyphenyl)-1H-pyrazolo[3,4-b]pyridine), C(CCC)Br (butyl bromide). Product: C(CCC)N1N=C(C=2C1=NC=CC2)C2=CC(=C(C(=C2)C(C)(C)C)O)C(C)(C)C (1-Butyl-3-(3,5-di-tertiary butyl-4-hydroxyphenyl)-1H-pyrazolo[3,4-b]pyridine). RXN SMILES: [C:1]([C:5]1[CH:6]=[C:7]([C:16]2[C:24]3[C:19](=[N:20][CH:21]=[CH:22][CH:23]=3)[NH:18][N:17]=2)[CH:8]=[C:9]([C:12]([CH3:15])([CH3:14])[CH3:13])[C:10]=1[OH:11])([CH3:4])([CH3:3])[CH3:2].[CH2:25](Br)[CH2:26][CH2:27][CH3:28]>>[CH2:25]([N:18]1[C:19]2=[N:20][CH:21]=[CH:22][CH:23]=[C:24]2[C:16]([C:7]2[CH:8]=[C:9]([C:12]([CH3:15])([CH3:14])[CH3:13])[C:10]([OH:11])=[C:5]([C:1]([CH3:2])([CH3:3])[CH3:4])[CH:6]=2)=[N:17]1)[CH2:26][CH2:27][CH3:28]. Reported procedure: 1-Butyl-3-(3,5-di-tertiary butyl-4-hydroxyphenyl)-1H-pyrazolo[3,4-b]pyridine, melting at 94°-96° C. is prepared by reacting the compound of Example 1 with butyl bromide similarly in Example 9, and recrystallizing from petroleum ether. Reactants: C1CC2CCC(C1)N2, ClCCl, Cl, O=[N+]([O-])c1ccc(S(=O)(=O)Cl)cc1, c1ccncc1. As a reaction SMILES: [CH:20]12[CH2:21][CH2:22][CH2:23][CH:24]([CH2:25][CH2:26]1)[NH:27]2.[Cl:28][CH2:29][Cl:30].[ClH:31].[N+:1](=[O:2])([O-:3])[c:4]1[cH:5][cH:6][c:7]([S:10](=[O:11])(=[O:12])[Cl:13])[cH:8][cH:9]1.[cH:14]1[cH:15][cH:16][n:17][cH:18][cH:19]1>>[N+:1](=[O:2])([O-:3])[c:4]1[cH:5][cH:6][c:7]([S:10](=[O:11])(=[O:12])[C:24]23[CH2:23][CH2:22][CH2:21][CH:20]([CH2:26][CH2:25]2)[NH:27]3)[cH:8][cH:9]1. Yields the product O=[N+]([O-])c1ccc(S(=O)(=O)C23CCCC(CC2)N3)cc1. RXN SMILES: [C:1]([CH:2]=[CH:3][CH3:4])(=[O:5])[Cl:6].[C:7]([CH3:8])([CH3:9])([CH3:10])[c:11]1[cH:12][c:13]([NH2:14])[cH:15][c:16]([C:19]([CH3:20])([CH3:21])[CH3:22])[c:17]1[OH:18].[CH2:29]([Cl:30])[Cl:31].[cH:23]1[cH:24][cH:25][n:26][cH:27][cH:28]1>>[C:1]([CH:2]=[CH:3][CH3:4])(=[O:5])[NH:14][c:13]1[cH:12][c:11]([C:7]([CH3:8])([CH3:9])[CH3:10])[c:17]([OH:18])[c:16]([C:19]([CH3:20])([CH3:21])[CH3:22])[cH:15]1. The reactants are CC=CC(=O)Cl, CC(C)(C)c1cc(N)cc(C(C)(C)C)c1O, ClCCl, c1ccncc1. The product is CC=CC(=O)Nc1cc(C(C)(C)C)c(O)c(C(C)(C)C)c1.